From a dataset of the Open Reaction Database (ORD), a public repository of structured organic reaction records. describe an organic reaction: reactants, conditions, products, and yield The reactants are CCCn1ncc2c(NC3CCOCC3)c(C(=O)OCC)cnc21, CCO, O. Yields the product CCCn1ncc2c(NC3CCOCC3)c(C(=O)O)cnc21. Reaction SMILES: [CH2:1]([CH2:2][CH3:3])[n:4]1[n:5][cH:6][c:7]2[c:8]1[n:9][cH:10][c:11]([C:20](=[O:21])[O:22][CH2:23][CH3:24])[c:12]2[NH:13][CH:14]1[CH2:15][CH2:16][O:17][CH2:18][CH2:19]1.[CH3:25][CH2:26][OH:27].[OH2:28]>>[CH2:1]([CH2:2][CH3:3])[n:4]1[n:5][cH:6][c:7]2[c:8]1[n:9][cH:10][c:11]([C:20](=[O:21])[OH:22])[c:12]2[NH:13][CH:14]1[CH2:15][CH2:16][O:17][CH2:18][CH2:19]1. Reactants: C(C)OC(C(CC1=CC=C(C=C1)OC1=NC(=NC(=C1)N1CCN(CC1)CC1=CC=CC=C1)N)(OC1=CC=CC=C1)C)=O (3-{4-[2-Amino-6-(4-benzyl-piperazin-1-yl)-pyrimidin-4-yloxy]-phenyl}-2-methyl-2-phenoxy-propionic acid ethyl ester). Solvent: O1CCCC1 (tetrahydrofuran), O.[K] (potassium hydrate). Run at time 20 hour. Product: NC1=NC(=CC(=N1)OC1=CC=C(C=C1)CC(C(=O)O)(OC1=CC=CC=C1)C)N1CCN(CC1)CC1=CC=CC=C1 (rac-3-{4-[2-Amino-6-(4-benzyl-piperazin-1-yl)-pyrimidin-4-yloxy]-phenyl}-2-methyl-2-phenoxy-propionic acid). As a reaction SMILES: C([O:3][C:4](=[O:42])[C:5]([CH3:41])([O:34][C:35]1[CH:40]=[CH:39][CH:38]=[CH:37][CH:36]=1)[CH2:6][C:7]1[CH:12]=[CH:11][C:10]([O:13][C:14]2[CH:19]=[C:18]([N:20]3[CH2:25][CH2:24][N:23]([CH2:26][C:27]4[CH:32]=[CH:31][CH:30]=[CH:29][CH:28]=4)[CH2:22][CH2:21]3)[N:17]=[C:16]([NH2:33])[N:15]=2)=[CH:9][CH:8]=1)C>O1CCCC1.O.[K]>[NH2:33][C:16]1[N:15]=[C:14]([O:13][C:10]2[CH:11]=[CH:12][C:7]([CH2:6][C:5]([CH3:41])([O:34][C:35]3[CH:40]=[CH:39][CH:38]=[CH:37][CH:36]=3)[C:4]([OH:42])=[O:3])=[CH:8][CH:9]=2)[CH:19]=[C:18]([N:20]2[CH2:25][CH2:24][N:23]([CH2:26][C:27]3[CH:28]=[CH:29][CH:30]=[CH:31][CH:32]=3)[CH2:22][CH2:21]2)[N:17]=1 |f:2.3,^1:48|. Procedure details: 3-{4-[2-Amino-6-(4-benzyl-piperazin-1-yl)-pyrimidin-4-yloxy]-phenyl}-2-methyl-2-phenoxy-propionic acid ethyl ester was dissolved in tetrahydrofuran (THF)/alcohol solvent in the presence of an excess of aqueous potassium hydrate, the reaction is allowed to proceed for about 20 h. After most of the solve was removed in vacuo, the aqueous solution was acidified to pH 6, the white product was precipitated, then filtered through celite, rac-3-{4-[2-Amino-6-(4-benzyl-piperazin-1-yl)-pyrimidin-4-yloxy]... Reactants: BrC1=CC=CC(=N1)CN1C(C[C@H](C1)O[Si](C)(C)C(C)(C)C)=O ((4R)-1-[(6-Bromopyridin-2-yl)methyl]-4-{[tert-butyl(dimethyl)silyl]oxy}pyrrolidin-2-one), [F-].C(CCC)[N+](CCCC)(CCCC)CCCC (tetrabutylammonium fluoride). The solvent is O1CCCC1 (tetrahydrofuran). Run at time 5 minute. Yields the product BrC1=CC=CC(=N1)CN1C(C[C@H](C1)O)=O ((4R)-1-[(6-Bromopyridin-2-yl)methyl]-4-hydroxypyrrolidin-2-one). As a reaction SMILES: [Br:1][C:2]1[N:7]=[C:6]([CH2:8][N:9]2[CH2:13][C@H:12]([O:14][Si](C(C)(C)C)(C)C)[CH2:11][C:10]2=[O:22])[CH:5]=[CH:4][CH:3]=1.[F-].C([N+](CCCC)(CCCC)CCCC)CCC>O1CCCC1>[Br:1][C:2]1[N:7]=[C:6]([CH2:8][N:9]2[CH2:13][C@H:12]([OH:14])[CH2:11][C:10]2=[O:22])[CH:5]=[CH:4][CH:3]=1 |f:1.2|. Procedure details: (4R)-1-[(6-Bromopyridin-2-yl)methyl]-4-{[tert-butyl(dimethyl)silyl]oxy}pyrrolidin-2-one was dissolved in tetrahydrofuran (33.4 mL), and tetrabutylammonium fluoride (5.84 mL, 5.84 mmol) was added dropwise and the solution stirred at ambient temperature for five minutes. The reaction mixture was concentrated and purified by silica gel chromatography to yield the title compound.